This data is from the Open Reaction Database (ORD), a public repository of structured organic reaction records. The task is: describe an organic reaction: reactants, conditions, products, and yield Reactants: C1(=CC=C(C=C1)C1=NC=2C=CC(=CC2C2=C1N=C(OC2=O)C)F)C2=CC=CC=C2 (5-[1,1'-biphenyl]-4-yl-9-fluoro-3-methyl-1H-[1,3]oxazino[4,5-c] quinoline-1-one), [BH4-].[Na+] (sodium borohydride), O (water). Solvent: O1CCCC1 (tetrahydrofuran). Run at temperature 0 celsius, time 1 hour. The product is C1(=CC=C(C=C1)C1=NC2=CC=C(C=C2C(=C1NCC)C(=O)O)F)C1=CC=CC=C1 (2-[1,1'-Biphenyl]-4-yl-3-(ethylamino)-6-fluoro-4-quinolinecarboxylic acid). Yield: 69.3%. As a reaction SMILES: [C:1]1([C:24]2[CH:29]=[CH:28][CH:27]=[CH:26][CH:25]=2)[CH:6]=[CH:5][C:4]([C:7]2[C:16]3[N:17]=[C:18]([CH3:22])[O:19][C:20](=[O:21])[C:15]=3[C:14]3[CH:13]=[C:12]([F:23])[CH:11]=[CH:10][C:9]=3[N:8]=2)=[CH:3][CH:2]=1.[BH4-].[Na+].O>O1CCCC1>[C:1]1([C:24]2[CH:25]=[CH:26][CH:27]=[CH:28][CH:29]=2)[CH:2]=[CH:3][C:4]([C:7]2[C:16]([NH:17][CH2:18][CH3:22])=[C:15]([C:20]([OH:21])=[O:19])[C:14]3[C:9](=[CH:10][CH:11]=[C:12]([F:23])[CH:13]=3)[N:8]=2)=[CH:5][CH:6]=1 |f:1.2|. Reported procedure: To a solution of 4.0 g of 5-[1,1'-biphenyl]-4-yl-9-fluoro-3-methyl-1H-[1,3]oxazino[4,5-c] quinoline-1-one in 200 ml of tetrahydrofuran at 0° C. was added 0.91 g of sodium borohydride. The solution was stirred at 0° C. for 1 hour, then allowed to warm to 20° C. and stirred for 12 hours. A 50 ml portion of water was added and the foaming solution stirred for 10 minutes. The volatiles were removed in vacuo, then 40 ml of 0.5N sodium hydroxide was added and the solution extracted with two 100 ml por... Reactants: O1C(=CC=C1)C1=NN2C(N=C(N=C2N)S(=O)(=O)C)=N1 (2-Furan-2-yl-5-methanesulfonyl-[1,2,4]triazolo[1,5-a][1,3,5]triazin-7-ylamine), C12NCC(NC1)C2 (2,5-diaza-bicyclo[2.2.1]heptane). Solvent: CC#N (CH3CN). The product is C12N(CC(NC1)C2)C2=NC=1N(C(=N2)N)N=C(N1)C=1OC=CC1 (5-(2,5-diaza-bicyclo[2.2.1]hept-2-yl)-2-furan-2-yl-[1,2,4]triazolo[1,5-a][1,3,5]triazin-7-ylamine). As a reaction SMILES: [O:1]1[CH:5]=[CH:4][CH:3]=[C:2]1[C:6]1[N:19]=[C:9]2[N:10]=[C:11](S(C)(=O)=O)[N:12]=[C:13]([NH2:14])[N:8]2[N:7]=1.[CH:20]12[CH2:26][CH:23]([NH:24][CH2:25]1)[CH2:22][NH:21]2>CC#N>[CH:20]12[CH2:26][CH:23]([NH:24][CH2:25]1)[CH2:22][N:21]2[C:11]1[N:12]=[C:13]([NH2:14])[N:8]2[N:7]=[C:6]([C:2]3[O:1][CH:5]=[CH:4][CH:3]=3)[N:19]=[C:9]2[N:10]=1. Reported procedure: 2-Furan-2-yl-5-methanesulfonyl-[1,2,4]triazolo[1,5-a][1,3,5]triazin-7-ylamine (0.7 mmol, 1 eq.; see J. Chem. Soc. Perkin Trans. 1, 801 (1995)) and 2,5-diaza-bicyclo[2.2.1]heptane (5 eq.) were suspended in 10 mL of CH3CN. The mixture was stirred under reflux for 2 hours. It was then cooled to room temperature and concentrated under reduced pressure. The residue was taken up in CH2Cl2 and washed with water, brine, dried with Na2SO4, and concentrated under reduced pressure. The resulting crude prod...